Task: describe an organic reaction: reactants, conditions, products, and yield. Dataset: the Open Reaction Database (ORD), a public repository of structured organic reaction records The reactants are C1COCCN1, CC#N, Clc1cc(Cl)nc(Cl)c1, [Na+], [Na+], O=C([O-])[O-]. Product: Clc1cc(Cl)nc(N2CCOCC2)c1. As a reaction SMILES: [CH2:1]1[CH2:2][O:3][CH2:4][CH2:5][NH:6]1.[CH3:22][C:23]#[N:24].[Cl:7][c:8]1[n:9][c:10]([Cl:15])[cH:11][c:12]([Cl:14])[cH:13]1.[Na+:16].[Na+:17].[O-:18][C:19](=[O:20])[O-:21]>>[CH2:1]1[CH2:2][O:3][CH2:4][CH2:5][N:6]1[c:10]1[n:9][c:8]([Cl:7])[cH:13][c:12]([Cl:14])[cH:11]1. Starting materials: Cl (HCl), [OH-].[Li+] (Lithium hydroxide), solution, Cl[C@@H]1C[C@H]([C@@H]([C@H]1CCCC1=CC=C(S1)C(=O)OC)\C=C\[C@H](CCCC[C@@H](C)O)O)O (Methyl 5-(3-((1R,2R,3R,5R)-5-chloro-2-((3S,8R,E)-3,8-dihydroxynon-1-en-1-yl)-3-hydroxycyclopentyl)propyl)thiophene-2-carboxylate). Run in O (H2O), C1CCOC1 (THF). Reaction conditions: time 24 hour. The product is Cl[C@@H]1C[C@H]([C@@H]([C@H]1CCCC1=CC=C(S1)C(=O)O)\C=C\[C@H](CCCC[C@@H](C)O)O)O (5-(3-((1R,2R,3R,5R)-5-Chloro-2-((3S 8R,E)-3,8-dihydroxynon-1-en-1-yl)-3-hydroxycyclopentyl)propyl)thiophene-2-carboxylic acid). Isolated yield 83.6%. As a reaction SMILES: [OH-].[Li+].[Cl:3][C@H:4]1[C@H:8]([CH2:9][CH2:10][CH2:11][C:12]2[S:16][C:15]([C:17]([O:19]C)=[O:18])=[CH:14][CH:13]=2)[C@@H:7](/[CH:21]=[CH:22]/[C@@H:23]([OH:31])[CH2:24][CH2:25][CH2:26][CH2:27][C@H:28]([OH:30])[CH3:29])[C@H:6]([OH:32])[CH2:5]1.Cl>O.C1COCC1>[Cl:3][C@H:4]1[C@H:8]([CH2:9][CH2:10][CH2:11][C:12]2[S:16][C:15]([C:17]([OH:19])=[O:18])=[CH:14][CH:13]=2)[C@@H:7](/[CH:21]=[CH:22]/[C@@H:23]([OH:31])[CH2:24][CH2:25][CH2:26][CH2:27][C@H:28]([OH:30])[CH3:29])[C@H:6]([OH:32])[CH2:5]1 |f:0.1|. Procedure details: Lithium hydroxide (1.2 mL of a 0.5N solution in H2O, 0.605 mmol) was added to a solution of the ester 31 (111 mg, 0.242 mmol) in THF (0.5 mL) at 23° C. After stirring for 24 h the reaction mixture was acidified with 1N HCl and extracted with EtOAc. The organic portion was washed with brine (2×), dried (Na2SO4), filtered and concentrated in vacuo. Purification of the residue by flash column chromatography (silica gel, 4:1 CH2Cl2/MeOH) provided 90 mg (84%) of the free acid 33 (see Scheme 5).